This data is from the Open Reaction Database (ORD), a public repository of structured organic reaction records. The task is: describe an organic reaction: reactants, conditions, products, and yield Reaction conditions: time 40 hour. Isolated yield 99.3%. Reaction SMILES: [H-].[Na+].[CH2:3]([C:5]1[NH:6][C:7]2[CH2:8][CH2:9][CH2:10][CH2:11][C:12]=2[C:13](=[O:15])[CH:14]=1)[CH3:4].Br[CH2:17][C:18]1[CH:23]=[CH:22][C:21]([B:24]([OH:26])[OH:25])=[CH:20][CH:19]=1.O>CN(C=O)C>[CH2:3]([C:5]1[CH:14]=[C:13]([O:15][CH2:17][C:18]2[CH:23]=[CH:22][C:21]([B:24]([OH:26])[OH:25])=[CH:20][CH:19]=2)[C:12]2[CH2:11][CH2:10][CH2:9][CH2:8][C:7]=2[N:6]=1)[CH3:4] |f:0.1|. The solvent is CN(C)C=O (DMF). Reactants: O (water), [H-].[Na+] (Sodium hydride), C(C)C=1NC=2CCCCC2C(C1)=O (2-ethyl-5,6,7,8-tetrahydro-4(1H)-quinolone), BrCC1=CC=C(C=C1)B(O)O (4-bromomethylphenylboronic acid). Yields the product C(C)C1=NC=2CCCCC2C(=C1)OCC1=CC=C(C=C1)B(O)O (4-[(2-ethyl-5,6,7,8-tetrahydroquinolin-4-yl)oxymethyl]phenylboronic acid). Procedure: Sodium hydride (60% dispersion in oil; 180 mg) was added to a mixture of 2-ethyl-5,6,7,8-tetrahydro-4(1H)-quinolone (660 mg) and 4-bromomethylphenylboronic acid (800 mg) (obtained as described in J. Amer. Chem. Soc. 1958, 80, 835) in DMF (12 ml) under an atmosphere of argon. The mixture was stirred for 40 hours and then water (0.2 ml) was added. Volatile material was removed by evaporation and the residue was dissolved in warm 0.5M sodium hydroxide solution (10 ml). Insoluble material was remove... Run in C(C)O (ethanol). The reagents and catalysts are S(=O)(=O)([O-])[O-].[Ag+2] (silver sulfate). RXN SMILES: [I:1]I.[N+:3]([C:6]1[CH:12]=[CH:11][C:9]([NH2:10])=[CH:8][CH:7]=1)([O-:5])=[O:4]>C(O)C.S([O-])([O-])(=O)=O.[Ag+2]>[I:1][C:11]1[CH:12]=[C:6]([N+:3]([O-:5])=[O:4])[CH:7]=[CH:8][C:9]=1[NH2:10] |f:3.4|. The yield is 95.0%. Procedure details: To a mixture of iodine (46.0 g, 0.180 mol) and silver sulfate (56.3 g, 0.180 mol) in anhydrous ethanol (500 mL) was added 4-nitroaniline (25.0 g, 0.180 mol) and the reaction mixture was stirred for 5 h at rt. The resulting yellow solution was filtered and concentrated in vacuo. The resulting residue was dissolved into 400 mL ethyl acetate, washed with 1N sodium hydroxide solution (2×250 mL), dried over sodium sulfate, filtered, and concentrated in vacuo to yield 45.5 (95%) of compound 489A, as a... The product is 45.5, IC1=C(C=CC(=C1)[N+](=O)[O-])N (2-Iodo-4-nitro-phenylamine). Reactants: II (iodine), [N+](=O)([O-])C1=CC=C(N)C=C1 (4-nitroaniline). Run at time 5 hour.